Dataset: the Open Reaction Database (ORD), a public repository of structured organic reaction records. Task: describe an organic reaction: reactants, conditions, products, and yield Starting materials: ClCSC=1N(C=CN1)C (2-Chloromethylsulfenyl-1-methylimidazole), Cl.ClC=1C=NC(NC1)=O (5-chloropyrimidin-2-one hydrochloride), CC(C)([O-])C.[K+] (potassium tert-butoxide). The solvent is CN(C)C=O (DMF), CN(C)C=O (DMF). Reaction conditions: temperature 60 celsius, time 2 hour. The product is CN1C(=NC=C1)SCN1C(N=CC(=C1)Cl)=O (1-(1-Methylimidazol-2-sulfenyl)methyl-5-chloropyrimidin-2-one). Reaction SMILES: Cl[CH2:2][S:3][C:4]1[N:5]([CH3:9])[CH:6]=[CH:7][N:8]=1.Cl.[Cl:11][C:12]1[CH:13]=[N:14][C:15](=[O:18])[NH:16][CH:17]=1.CC(C)([O-])C.[K+]>CN(C=O)C>[CH3:9][N:5]1[CH:6]=[CH:7][N:8]=[C:4]1[S:3][CH2:2][N:16]1[CH:17]=[C:12]([Cl:11])[CH:13]=[N:14][C:15]1=[O:18] |f:1.2,3.4|. Procedure details: 2-Chloromethylsulfenyl-1-methylimidazole [see Preparation 10] (10 mmol) in DMF (12 ml) was added to a mixture of 5-chloropyrimidin-2-one hydrochloride (10 mmol) and potassium tert-butoxide (20 mmol) in DMF (72 ml). The mixture was stirred at 60° C. for 51/2 hours before the product was distilled off and the residue washed with water and ether. The product was oily. 1H HMR (DMSO d6, δ): 3.57 (CH3), 5.27 (--CH2 --), 6.95-7.22 (imidazole), 8.19 (H-4, d, j 4 Hz), 8.54 (H-6, d, J 4 Hz). Starting materials: [Cl-].NC(=[NH2+])N (guanidinium chloride), CC(C)([O-])C.[K+] (potassium tert-butoxide), C(CCC)NC(=O)C1=C(C=CC=C1)C=C(C(=O)OCC)C (ethyl 3-(2-butylcarbamoylphenyl)-2-methylacrylate). The solvent is CN(C=O)C (dimethylformamide), CN(C=O)C (dimethylformamide). Reaction conditions: temperature 20 celsius, time 45 minute. Product: C(CCC)N1C(C2=CC=CC=C2C1=O)C(C(=O)NC(=N)N)C (N-[2-(2-butyl-3-oxo-2,3-dihydro-1H-isoindol-1-yl)propionyl]guanidine). Isolated yield 93.1%. Reaction SMILES: [Cl-].[NH2:2][C:3]([NH2:5])=[NH2+:4].CC(C)([O-])C.[K+].[CH2:12]([NH:16][C:17]([C:19]1[CH:24]=[CH:23][CH:22]=[CH:21][C:20]=1[CH:25]=[C:26]([CH3:32])[C:27](OCC)=[O:28])=[O:18])[CH2:13][CH2:14][CH3:15]>CN(C)C=O>[CH2:12]([N:16]1[C:17](=[O:18])[C:19]2[C:20](=[CH:21][CH:22]=[CH:23][CH:24]=2)[CH:25]1[CH:26]([CH3:32])[C:27]([NH:4][C:3]([NH2:5])=[NH:2])=[O:28])[CH2:13][CH2:14][CH3:15] |f:0.1,2.3|. Reported procedure: N-[2-(2-Butyl-3-oxo-2,3-dihydro-1H-isoindol-1-yl)propionyl]guanidine is prepared as described in Example 30, starting with 3.63 g (38.0 mmol) of guanidinium chloride in 20 cm3 of dimethylformamide and 3.84 g (34.2 mmol) of potassium tert-butoxide. The mixture is stirred for 45 minutes at a temperature in the region of 20° C., followed by dropwise addition of a solution of 1.10 g (3.80 mmol) of ethyl 3-(2-butylcarbamoylphenyl)-2-methylacrylate in 15 cm3 of dimethylformamide, and the mixture is st...